Dataset: the Open Reaction Database (ORD), a public repository of structured organic reaction records. Task: describe an organic reaction: reactants, conditions, products, and yield Starting materials: CC1(C(NC2=CC(=C(C=C12)[N+](=O)[O-])NC(=O)C1=NC=CN=C1)=O)C(=O)OCC (3-methyl-3-ethoxycarbonyl-5-nitro-6-(2-pyrazinoylamino)-indolin-2-one). Reagents/catalysts: [Pd] (palladium on charcoal). Solvent: C(C)O (ethanol), C(C)O (ethanol). Conditions: temperature 60 celsius, time 1 hour. Product: CC1(C(NC2=CC3=C(N=C(N3)C3=NC=CN=C3)C=C21)=O)C(=O)OCC (7-Methyl-7-ethoxycarbonyl-2-(2-pyrazinyl)-6,7-dihydro-3H,5H-pyrrolo[2,3-f]benzimidazol-6-one). As a reaction SMILES: [CH3:1][C:2]1([C:24]([O:26][CH2:27][CH3:28])=[O:25])[C:10]2[C:5](=[CH:6][C:7]([NH:14][C:15]([C:17]3[CH:22]=[N:21][CH:20]=[CH:19][N:18]=3)=O)=[C:8]([N+:11]([O-])=O)[CH:9]=2)[NH:4][C:3]1=[O:23]>[Pd].C(O)C>[CH3:1][C:2]1([C:24]([O:26][CH2:27][CH3:28])=[O:25])[C:10]2[C:5](=[CH:6][C:7]3[NH:14][C:15]([C:17]4[CH:22]=[N:21][CH:20]=[CH:19][N:18]=4)=[N:11][C:8]=3[CH:9]=2)[NH:4][C:3]1=[O:23]. Procedure details: 3.2 g. (8.3 mmol) 3-methyl-3-ethoxycarbonyl-5-nitro-6-(2-pyrazinoylamino)-indolin-2-one in 100 ml. ethanol are hydrogenated in 100 ml. ethanol in the presence of 0.5 g. 10% palladium on charcoal. After completion of the take up of hydrogen, the solution is filtered off from the catalyst, the ethanol is evaporated off and the residue is stirred for 1 hour in glacial acetic acid at 60° C. The glacial acetic acid is evaporated, the residue is taken up in water, filtered and recrystallized from etha...